From a dataset of the Open Reaction Database (ORD), a public repository of structured organic reaction records. describe an organic reaction: reactants, conditions, products, and yield Reactants: C(C)OCC (diethyl ether), ClC1=C(C(=O)OCC)C=CC(=C1OCCOC)Cl (ethyl 2,4-dichloro-3-(2-methoxyethoxy)benzoate), C(C)S (ethanethiol), C([O-])([O-])=O.[K+].[K+] (potassium carbonate), oil. Solvent: CN(C)C=O (DMF). Yields the product ClC1=C(C(=S)OCC)C=CC(=C1OCCOC)CC (Ethyl 2-chloro-3-(2-methoxyethoxy)-4-ethylthiobenzoate). RXN SMILES: [Cl:1][C:2]1[C:12]([O:13][CH2:14][CH2:15][O:16][CH3:17])=[C:11](Cl)[CH:10]=[CH:9][C:3]=1[C:4]([O:6][CH2:7][CH3:8])=O.C([SH:21])C.C(=O)([O-])[O-].[K+].[K+].C(O[CH2:31][CH3:32])C>CN(C=O)C>[Cl:1][C:2]1[C:12]([O:13][CH2:14][CH2:15][O:16][CH3:17])=[C:11]([CH2:31][CH3:32])[CH:10]=[CH:9][C:3]=1[C:4]([O:6][CH2:7][CH3:8])=[S:21] |f:2.3.4|. Reported procedure: A solution of 10 g (34 mmole) ethyl 2,4-dichloro-3-(2-methoxyethoxy)benzoate, 10 g (4 eq) ethanethiol and 10 g (2 eq) potassium carbonate in 100 ml DMF was heated (approximately 100° C.) for 2 hours, then let cool overnight. Added 400 ml diethyl ether and washed with 100 ml water (two times), 100 ml 10% HCl and 100 ml 10% NaOH. Dried (MgSO4) and reduced under vacuum. Yield 10 g (31 mmole) of an oil. The reactants are CC=1SC2=C(C=NC=C2)N1 (2-Methyl-thiazolo[4,5-c]pyridine), ClC=1C=C(C(=O)OO)C=CC1 (3-chloroperoxybenzoic acid). The solvent is C(Cl)(Cl)Cl (chloroform). Conditions: time 1 hour. Yields the product CC=1SC2=C(C=[N+](C=C2)[O-])N1 (2-Methyl-thiazolo[4,5-c]pyridine 5-oxide), solid. Yield: 83.0%. Reaction SMILES: [CH3:1][C:2]1[S:3][C:4]2[CH:9]=[CH:8][N:7]=[CH:6][C:5]=2[N:10]=1.ClC1C=C(C=CC=1)C(OO)=[O:16]>C(Cl)(Cl)Cl>[CH3:1][C:2]1[S:3][C:4]2[CH:9]=[CH:8][N+:7]([O-:16])=[CH:6][C:5]=2[N:10]=1. Reported procedure: 2-Methyl-thiazolo[4,5-c]pyridine (2.3 g, 15.3 mmol) was dissolved in 150 ml chloroform and 3-chloroperoxybenzoic acid (4.15 g, 16.8 mmol) was added. The reaction mixture was stirred at ambient temperature for 1 hour and then evaporated. The residue was purified by flash chromatography on silica gel (dichloromethane/methanol 100:0->90:10 gradient). The desired product was obtained as a white solid (2.1 g, 83%), MS: m/e=167.2 (M+H+). Starting materials: CC(C)(C)OC(=O)N1CCN(S(=O)(=O)c2ccc(C(F)(F)F)cc2)C(C(=O)O)C1, CCN=C=NCCCN(C)C, CN(C)C=O, Cl, NCc1ccc(OC(F)(F)F)c(F)c1, O, On1nnc2ccccc21. The product is CC(C)(C)OC(=O)N1CCN(S(=O)(=O)c2ccc(C(F)(F)F)cc2)C(C(=O)NCc2ccc(OC(F)(F)F)c(F)c2)C1. RXN SMILES: [C:1]([CH3:2])([CH3:3])([CH3:4])[O:5][C:6](=[O:7])[N:8]1[CH2:9][CH:10]([C:27](=[O:28])[OH:29])[N:11]([S:14](=[O:15])(=[O:16])[c:17]2[cH:18][cH:19][c:20]([C:23]([F:24])([F:25])[F:26])[cH:21][cH:22]2)[CH2:12][CH2:13]1.[CH2:31]([N:32]=[C:33]=[N:34][CH2:35][CH2:36][CH2:37][N:38]([CH3:39])[CH3:40])[CH3:41].[CH3:67][N:68]([CH3:69])[CH:70]=[O:71].[ClH:30].[F:53][c:54]1[cH:55][c:56]([CH2:57][NH2:58])[cH:59][cH:60][c:61]1[O:62][C:63]([F:64])([F:65])[F:66].[OH2:42].[OH:43][n:44]1[c:45]2[cH:46][cH:47][cH:48][cH:49][c:50]2[n:51][n:52]1>>[C:1]([CH3:2])([CH3:3])([CH3:4])[O:5][C:6](=[O:7])[N:8]1[CH2:9][CH:10]([C:27](=[O:28])[NH:58][CH2:57][c:56]2[cH:55][c:54]([F:53])[c:61]([O:62][C:63]([F:64])([F:65])[F:66])[cH:60][cH:59]2)[N:11]([S:14](=[O:15])(=[O:16])[c:17]2[cH:18][cH:19][c:20]([C:23]([F:24])([F:25])[F:26])[cH:21][cH:22]2)[CH2:12][CH2:13]1. Reactants: CN(C)CC=1C=C(C=O)C=C(C1O)OC (3-[(dimethylamino)methyl]-4-hydroxy-5-methoxybenzaldehyde), S1C(=S)NC(=O)C1 (rhodanine), NCCC(=O)O (β-alanine). The solvent is C(C)(=O)O (acetic acid). Yields the product CN(C)CC=1C=C(C=C(C1O)OC)C=C1C(NC(S1)=S)=O (5-[[3-[(Dimethylamino)methyl]-4-hydroxy-5-methoxyphenyl]methylene]-2-thioxo-4-thiazolidinone). The yield is 74.5%. As a reaction SMILES: [CH3:1][N:2]([CH2:4][C:5]1[CH:6]=[C:7]([CH:10]=[C:11]([O:14][CH3:15])[C:12]=1[OH:13])[CH:8]=O)[CH3:3].[S:16]1[CH2:22][C:20](=[O:21])[NH:19][C:17]1=[S:18].NCCC(O)=O>C(O)(=O)C>[CH3:1][N:2]([CH2:4][C:5]1[CH:6]=[C:7]([CH:8]=[C:22]2[S:16][C:17](=[S:18])[NH:19][C:20]2=[O:21])[CH:10]=[C:11]([O:14][CH3:15])[C:12]=1[OH:13])[CH3:3]. Procedure details: A mixture of 3-[(dimethylamino)methyl]-4-hydroxy-5-methoxybenzaldehyde (2.5 g, 12 mmoles), rhodanine (1.6 g, 12 mmoles), β-alanine (0.6 g, 7 mmoles), and acetic acid (35 ml) is stirred under an inert atmosphere and heated to reflux. After 4 hours the acetic acid is removed by rotary evaporator and the residue dissolved in water (250 ml). The solution is brought to approximate neutrality by addition of saturated aqueous sodium bicarbonate, and stirred for 3 hours. The precipitate is filtered off,... Reaction conditions: time 22 hour. Starting materials: C(C1=CC(=CC=C1)OC)=O (m-Anisaldehyde), ArCH(OCH3)2, C(OC)(OC)OC (Trimethyl orthoformate), C([O-])(O)=O.[Na+] (Sodium bicarbonate). Procedure details: m-Anisaldehyde (204.3 g, 1.5 mol) was placed in a 1 liter flask under an argon atmosphere. Trimethyl orthoformate (191 g, 1.8 mol) was added quickly, followed by 150 ml anhydrous methanol. Amberlyst XN-1010 resin (2.1 g, Aldrich Chemical Co.), which had been previously boiled with methanol was added. The mixture was stirred at room temperature for 22 hours with the exclusion of moisture. Sodium bicarbonate (1.5 g) was added with stirring. After 20 minutes the mixture was filtered under vacuum in... The product is COC(C1=CC(=CC=C1)OC)OC (m-Methoxybenzaldehyde dimethyl acetal). Solvent: CO (methanol), CO (methanol). RXN SMILES: C(=O)[C:2]1[CH:7]=[CH:6][CH:5]=[C:4]([O:8][CH3:9])[CH:3]=1.[CH:11]([O:16][CH3:17])([O:14][CH3:15])OC.C(=O)(O)[O-].[Na+]>CO>[CH3:17][O:16][CH:11]([O:14][CH3:15])[C:2]1[CH:7]=[CH:6][CH:5]=[C:4]([O:8][CH3:9])[CH:3]=1 |f:2.3|. Yields the product O=Cc1c(OC(F)F)ccc(F)c1Cl. The reactants are CC(C)=O, COC(OC)c1c(OC(F)F)ccc(F)c1Cl, O. Reaction SMILES: [CH3:18][C:19](=[O:20])[CH3:21].[Cl:1][c:2]1[c:3]([F:17])[cH:4][cH:5][c:6]([O:13][CH:14]([F:15])[F:16])[c:7]1[CH:8]([O:9][CH3:12])[O:10][CH3:11].[OH2:22]>>[Cl:1][c:2]1[c:3]([F:17])[cH:4][cH:5][c:6]([O:13][CH:14]([F:15])[F:16])[c:7]1[CH:8]=[O:9]. Starting materials: solution, Cl (hydrogen chloride), C1(=CC=CC=C1)CCC=1N=C(SC1)C1CCN(CC1)C(=O)OC(C)(C)C (tert-butyl 4-[4-(2-phenylethyl)-1,3-thiazol-2-yl]piperidin-1-carboxylate). The solvent is C(C)OCC (diethyl ether). Conditions: temperature 0 celsius. Product: Cl.C1(=CC=CC=C1)CCC=1N=C(SC1)C1CCNCC1 (4-[4-(2-Phenylethyl)-1,3-thiazol-2-yl]piperidine hydrochloride). As a reaction SMILES: [ClH:1].[C:2]1([CH2:8][CH2:9][C:10]2[N:11]=[C:12]([CH:15]3[CH2:20][CH2:19][N:18](C(OC(C)(C)C)=O)[CH2:17][CH2:16]3)[S:13][CH:14]=2)[CH:7]=[CH:6][CH:5]=[CH:4][CH:3]=1>C(OCC)C>[ClH:1].[C:2]1([CH2:8][CH2:9][C:10]2[N:11]=[C:12]([CH:15]3[CH2:20][CH2:19][NH:18][CH2:17][CH2:16]3)[S:13][CH:14]=2)[CH:7]=[CH:6][CH:5]=[CH:4][CH:3]=1 |f:3.4|. Procedure details: At 0° C., a 2-molar solution of hydrogen chloride in diethyl ether is added dropwise to a solution of tert-butyl 4-[4-(2-phenylethyl)-1,3-thiazol-2-yl]piperidin-1-carboxylate (IV-1, 640 mg). The reaction mixture is stirred at 0° C. and then slowly warmed to room temperature. The mixture is stirred overnight, and the solvent and excess hydrogen chloride are then removed. This gives 4-[4-(2-phenylethyl)-1,3-thiazol-2-yl]piperidine hydrochloride (590 mg).